From a dataset of the Open Reaction Database (ORD), a public repository of structured organic reaction records. describe an organic reaction: reactants, conditions, products, and yield Reactants: [Br-].[K+] (potassium bromide), B1(OO1)[O-].O.O.O.O.[Na+] (sodium perborate tetrahydrate), [Br-].[K+] (potassium bromide), B1(OO1)[O-].O.O.O.O.[Na+] (sodium perborate tetrahydrate), C([O-])(O)=O.[Na+] (sodium bicarbonate), CC1=C(N)C=CC(=C1)C(F)(F)F (2-methyl-4-(trifluoromethyl)aniline), [Br-].[K+] (potassium bromide), B1(OO1)[O-].O.O.O.O.[Na+] (sodium perborate tetrahydrate), [Br-].[K+] (potassium bromide), B1(OO1)[O-].O.O.O.O.[Na+] (sodium perborate tetrahydrate). The reagents and catalysts are N.N.N.N.N.N.O.O.O.O.O[Mo](=O)(=O)O.O[Mo](=O)(=O)O.O[Mo](=O)(=O)O.O=[Mo](=O)=O.O=[Mo](=O)=O.O=[Mo](=O)=O.O=[Mo](=O)=O (ammonium heptamolybdate tetrahydrate), N.N.N.N.N.N.O.O.O.O.O[Mo](=O)(=O)O.O[Mo](=O)(=O)O.O[Mo](=O)(=O)O.O=[Mo](=O)=O.O=[Mo](=O)=O.O=[Mo](=O)=O.O=[Mo](=O)=O (ammonium heptamolybdate tetrahydrate), N.N.N.N.N.N.O.O.O.O.O[Mo](=O)(=O)O.O[Mo](=O)(=O)O.O[Mo](=O)(=O)O.O=[Mo](=O)=O.O=[Mo](=O)=O.O=[Mo](=O)=O.O=[Mo](=O)=O (ammonium heptamolybdate tetrahydrate), N.N.N.N.N.N.O.O.O.O.O[Mo](=O)(=O)O.O[Mo](=O)(=O)O.O[Mo](=O)(=O)O.O=[Mo](=O)=O.O=[Mo](=O)=O.O=[Mo](=O)=O.O=[Mo](=O)=O (ammonium heptamolybdate tetrahydrate). The solvent is C(C)(=O)O (acetic acid), O (water). Run at time 10 minute. Product: BrC1=C(N)C(=CC(=C1)C(F)(F)F)C (2-Bromo-6-methyl-4-(trifluoromethyl)aniline). As a reaction SMILES: [CH3:1][C:2]1[CH:8]=[C:7]([C:9]([F:12])([F:11])[F:10])[CH:6]=[CH:5][C:3]=1[NH2:4].[Br-:13].[K+].B1([O-])OO1.O.O.O.O.[Na+].C(=O)(O)[O-].[Na+]>C(O)(=O)C.N.N.N.N.N.N.O.O.O.O.O[Mo](O)(=O)=O.O[Mo](O)(=O)=O.O[Mo](O)(=O)=O.O=[Mo](=O)=O.O=[Mo](=O)=O.O=[Mo](=O)=O.O=[Mo](=O)=O.O>[Br:13][C:5]1[CH:6]=[C:7]([C:9]([F:10])([F:11])[F:12])[CH:8]=[C:2]([CH3:1])[C:3]=1[NH2:4] |f:1.2,3.4.5.6.7.8,9.10,12.13.14.15.16.17.18.19.20.21.22.23.24.25.26.27.28|. Reported procedure: To a suspension of 2-methyl-4-(trifluoromethyl)aniline (7.78 g, 44.4 mmol), potassium bromide (1.59 g, 13.3 mmol), and ammonium heptamolybdate tetrahydrate (140 mg, 0.111 mmol) in acetic acid (40 mL) at room temperature (in a room temperature waterbath) was added sodium perborate tetrahydrate (1.88 g, 12.2 mmol). After 10 min, the reaction was treated with an additional portion of potassium bromide (1.59 g, 13.3 mmol), ammonium heptamolybdate tetrahydrate (140 mg, 0.111 mmol), and sodium perbora...